Dataset: the Open Reaction Database (ORD), a public repository of structured organic reaction records. Task: describe an organic reaction: reactants, conditions, products, and yield The reactants are CCOC(=O)c1cn(C(C)(C)C)c2cc(F)c(F)cc2c1=O, CCO. The product is CC(C)(C)n1cc(C(=O)O)c(=O)c2cc(F)c(F)cc21. As a reaction SMILES: [CH2:1]([CH3:2])[O:3][C:4](=[O:5])[c:6]1[cH:7][n:8]([C:19]([CH3:20])([CH3:21])[CH3:22])[c:9]2[cH:10][c:11]([F:18])[c:12]([F:17])[cH:13][c:14]2[c:15]1=[O:16].[CH3:23][CH2:24][OH:25]>>[O:3]=[C:4]([OH:5])[c:6]1[cH:7][n:8]([C:19]([CH3:20])([CH3:21])[CH3:22])[c:9]2[cH:10][c:11]([F:18])[c:12]([F:17])[cH:13][c:14]2[c:15]1=[O:16]. The reactants are O(C1=CC=CC=C1)C=1C=NC=CC1 (3-phenoxypyridine), CSC (methyl sulphide), C1(=C(C(=O)C(=O)C(=C1Cl)Cl)Cl)Cl (o-chloranil), C[Mg]Br (methylmagnesium bromide), ClC(=O)OC1=CC=CC=C1 (Phenyl chloroformate), [OH-].[Na+] (sodium hydroxide). Reagents/catalysts: [Cu]I (copper(I) iodide). Run in C1(=CC=CC=C1)C (toluene), C1CCOC1 (THF), C1(=CC=CC=C1)C (toluene). Conditions: time 15 minute. Product: O(C1=CC=CC=C1)C=1C=NC=CC1C (3-phenoxy-4-methylpyridine). Reaction SMILES: [O:1]([C:8]1[CH:9]=[N:10][CH:11]=[CH:12][CH:13]=1)[C:2]1[CH:7]=[CH:6][CH:5]=[CH:4][CH:3]=1.[CH3:14]SC.ClC(OC1C=CC=CC=1)=O.C[Mg]Br.C1(Cl)C(Cl)=C(Cl)C(=O)C(=O)C=1Cl.[OH-].[Na+]>C1COCC1.C1(C)C=CC=CC=1.[Cu]I>[O:1]([C:8]1[CH:9]=[N:10][CH:11]=[CH:12][C:13]=1[CH3:14])[C:2]1[CH:3]=[CH:4][CH:5]=[CH:6][CH:7]=1 |f:5.6|. Procedure details: To a solution of 3-phenoxypyridine (10.26 g, 0.06 mol) in dry THF (500 ml) under nitrogen was added copper(I) iodide and methyl sulphide (30 ml). The mixture was stirred at room temperature for 15 minutes and then cooled to -25° C. Phenyl chloroformate (8.0 ml, 0.066 mol) was then added dropwise to produce a dark-brown solution. After 10 minutes methylmagnesium bromide (20 mls of 3M solution, 0.066 mol) was added dropwise at -25° C. After stirring at -25° C. for 15 minutes the solution was warme... Starting materials: O (water), C([O-])([O-])=O.[K+].[K+] (potassium carbonate), C(CC)Br (propyl bromide), N[C@H]1[C@@H](CC2(OCCO2)CC1)C(=O)OCC (Ethyl 8-amino-trans-1,4-dioxaspiro[4.5]decane-7-carboxylate). Run in CN(C)C=O (DMF). Conditions: temperature 50 celsius. The product is C(CC)N[C@H]1[C@@H](CC2(OCCO2)CC1)C(=O)OCC (Ethyl 8-(propylamino)-trans-1,4-dioxaspiro[4.5]-decane-7-carboxylate). Isolated yield 96.4%. RXN SMILES: [NH2:1][C@@H:2]1[CH2:11][CH2:10][C:5]2([O:9][CH2:8][CH2:7][O:6]2)[CH2:4][C@H:3]1[C:12]([O:14][CH2:15][CH3:16])=[O:13].C(=O)([O-])[O-].[K+].[K+].[CH2:23](Br)[CH2:24][CH3:25].O>CN(C=O)C>[CH2:23]([NH:1][C@@H:2]1[CH2:11][CH2:10][C:5]2([O:9][CH2:8][CH2:7][O:6]2)[CH2:4][C@H:3]1[C:12]([O:14][CH2:15][CH3:16])=[O:13])[CH2:24][CH3:25] |f:1.2.3|. Procedure: Ethyl 8-amino-trans-1,4-dioxaspiro[4.5]decane-7-carboxylate (118.0 g, 0.52 mole) was dissolved in DMF (1 l) and potassium carbonate (107 g, 0.77 mole) and propyl bromide (158.4 g, 1.3 mole) were added. The mixture was heated to 50° C. for three hours, then poured into water, and the hydrogen ion concentration was adjusted to pH 10. The product was extracted with methylene chloride, dried and evaporated to give 136 g of a dark orange oil. The reactants are Cc1nn(C)cc1-n1c(=O)n(C)c2cnc3ccc(Br)cc3c21, CC1(C)OB(c2ccc(N3CCC(O)C3)nc2)OC1(C)C. Product: Cc1nn(C)cc1-n1c(=O)n(C)c2cnc3ccc(-c4ccc(N5CCC(O)C5)nc4)cc3c21. Reaction SMILES: [Br:1][c:2]1[cH:3][c:4]2[c:5]3[c:6]([cH:7][n:8][c:9]2[cH:10][cH:11]1)[n:12]([CH3:23])[c:13](=[O:22])[n:14]3-[c:15]1[c:16]([CH3:21])[n:17][n:18]([CH3:20])[cH:19]1.[CH3:24][C:25]1([CH3:26])[C:27]([CH3:28])([CH3:29])[O:30][B:31]([c:32]2[cH:33][cH:34][c:35]([N:38]3[CH2:39][CH:40]([OH:43])[CH2:41][CH2:42]3)[n:36][cH:37]2)[O:44]1>>[c:2]1(-[c:32]2[cH:33][cH:34][c:35]([N:38]3[CH2:39][CH:40]([OH:43])[CH2:41][CH2:42]3)[n:36][cH:37]2)[cH:3][c:4]2[c:5]3[c:6]([cH:7][n:8][c:9]2[cH:10][cH:11]1)[n:12]([CH3:23])[c:13](=[O:22])[n:14]3-[c:15]1[c:16]([CH3:21])[n:17][n:18]([CH3:20])[cH:19]1.